Dataset: the Open Reaction Database (ORD), a public repository of structured organic reaction records. Task: describe an organic reaction: reactants, conditions, products, and yield The reactants are N12CC3C(C(CC(C1)C3)C2)=O (1-azatricyclo[3.3.1.13,7]decan-4-one), NC=1C=NC=C(C1)Br (3-amino-5-bromopyridine), N (NH3). Product: BrC=1C=C(C=NC1)N[C@H]1C2CN3CC(CC1C3)C2 ((4s)-4-N-(5-Bromopyridin-3-yl)-1-azatricyclo[3.3.1.13,7]decan-4-amine). As a reaction SMILES: [N:1]12[CH2:10][CH:5]3[CH2:6][CH:7]([CH2:9][CH:3]([C:4]3=O)[CH2:2]1)[CH2:8]2.[NH2:12][C:13]1[CH:14]=[N:15][CH:16]=[C:17]([Br:19])[CH:18]=1.N>>[Br:19][C:17]1[CH:18]=[C:13]([NH:12][C@@H:4]2[CH:5]3[CH2:10][N:1]4[CH2:8][CH:7]([CH2:9][CH:3]2[CH2:2]4)[CH2:6]3)[CH:14]=[N:15][CH:16]=1. Procedure details: Prepared from 1-azatricyclo[3.3.1.13,7]decan-4-one (1.51 g, 10 mmol; see Becker, D. P.; Flynn, D. L. Synthesis 1992, 1080) and 3-amino-5-bromopyridine (2.06 g, 12 mmol; Aldrich) according to the procedure described in Example 65A: 1H NMR (300 MHz, methanol-D4) δ ppm 1.81-1.99 (m, 2H), 2.02-2.15 (m, 1H), 2.17-2.40 (m, 4H), 3.44-3.51 (m, 2H), 3.53-3.66 (m, 4H), 3.91 (s, 1H), 7.26-7.41 (m, 1H), 7.84 (d, J=1.7 Hz, 1H), 8.01 (d, J=2.7 Hz, 1H). MS (DCI/NH3) m/z=308/310 (M+H)+. Reactants: N(=[N+]=[N-])C(C1CCOCC1)C=1OC(=CC1)C (4-[azido-(5-methylfuran-2-yl)methyl]tetrahydropyran), [H][H] (hydrogen). The reagents and catalysts are [Pd] (palladium on carbon). Run in C(C)O (ethanol). Product: CC1=CC=C(O1)C(C1CCOCC1)N (C-(5-methylfuran-2-yl)-C-(tetrahydropyran-4-yl)methylamine). Isolated yield 99.3%. RXN SMILES: [N:1]([CH:4]([C:11]1[O:12][C:13]([CH3:16])=[CH:14][CH:15]=1)[CH:5]1[CH2:10][CH2:9][O:8][CH2:7][CH2:6]1)=[N+]=[N-].[H][H]>C(O)C.[Pd]>[CH3:16][C:13]1[O:12][C:11]([CH:4]([NH2:1])[CH:5]2[CH2:10][CH2:9][O:8][CH2:7][CH2:6]2)=[CH:15][CH:14]=1. Procedure: A solution of 3.09 g (14 mmol, 1 eq) of 4-[azido-(5-methylfuran-2-yl)methyl]tetrahydropyran in 60 ml of ethanol in the presence of 470 mg (15% by weight) of palladium on carbon at 10% was stirred at hydrogen atmospheric pressure for 17 hours. The reaction medium was filtered and the filtrate was evaporated. 2.715 g of C-(5-methylfuran-2-yl)-C-(tetrahydropyran-4-yl)methylamine were obtained. Yield=99%. Starting materials: BrC=1C=CC(=C(C1)[N+](=O)[O-])Cl (5-bromo-2-chloronitrobenzene), [H][H] (hydrogen). The reagents and catalysts are [Ni] (Raney-Nickel). The solvent is CO (methanol). The product is BrC=1C=CC(=C(N)C1)Cl (5-Bromo-2-chloroaniline). Reaction SMILES: [Br:1][C:2]1[CH:3]=[CH:4][C:5]([Cl:11])=[C:6]([N+:8]([O-])=O)[CH:7]=1.[H][H]>CO.[Ni]>[Br:1][C:2]1[CH:3]=[CH:4][C:5]([Cl:11])=[C:6]([CH:7]=1)[NH2:8]. Reported procedure: 90 g of 5-bromo-2-chloronitrobenzene were hydrogenated in 500 ml of methanol at room temperature and under normal pressure with Raney-Nickel as catalyst and hydrogen. Colorless crystals, melting point: 47° C. The reactants are C(CCC)[Li] (n-butyllithium), C(C1=CC=CC=C1)[C@@H]1NC(OC1)=O ((4S)-4-benzyl-1,3-oxazolidin-2-one), C1(CCCCC1)CCCCC(=O)Cl (5-cyclohexylpentanoyl chloride). The solvent is O1CCCC1 (tetrahydrofuran), O1CCCC1 (tetrahydrofuran). Run at time 45 minute. Product: C(C1=CC=CC=C1)[C@@H]1N(C(OC1)=O)C(CCCCC1CCCCC1)=O ((4S)-4-Benzyl-3-(5-cyclohexylpentanoyl)-1,3-oxazolidin-2-one). The yield is 94.3%. RXN SMILES: C([Li])CCC.[CH2:6]([C@H:13]1[CH2:17][O:16][C:15](=[O:18])[NH:14]1)[C:7]1[CH:12]=[CH:11][CH:10]=[CH:9][CH:8]=1.[CH:19]1([CH2:25][CH2:26][CH2:27][CH2:28][C:29](Cl)=[O:30])[CH2:24][CH2:23][CH2:22][CH2:21][CH2:20]1>O1CCCC1>[CH2:6]([C@H:13]1[CH2:17][O:16][C:15](=[O:18])[N:14]1[C:29](=[O:30])[CH2:28][CH2:27][CH2:26][CH2:25][CH:19]1[CH2:24][CH2:23][CH2:22][CH2:21][CH2:20]1)[C:7]1[CH:8]=[CH:9][CH:10]=[CH:11][CH:12]=1. Procedure: A solution of n-butyllithium (100 ml, 250 mmol, 2.5M in hexanes) was added via a cannula to a solution of (4S)-4-benzyl-1,3-oxazolidin-2-one (44.30 g, 250 mmol) in anhydrous tetrahydrofuran (400 ml) at −78° C. The yellow solution was then stirred for 45 minutes. A solution of 5-cyclohexylpentanoyl chloride (55.5 g, 275 mmol) in tetrahydrofuran (100 ml) was then added over 1 hour. The mixture was stirred at −78° C. for 30 minutes then warmed to room temperature over 1 hour. The mixture was quench...